Dataset: the Open Reaction Database (ORD), a public repository of structured organic reaction records. Task: describe an organic reaction: reactants, conditions, products, and yield Reactants: [H-].C(C(C)C)[Al+]CC(C)C (Diisobutylaluminum hydride), C(C)OC(=O)C=1N=C(OC1)\C=C\C1=CC=CC=C1 (4-ethoxycarbonyl-2-(trans-styryl)oxazole), CO (methanol). Run at time 15 minute. Reported procedure: Diisobutylaluminum hydride (1.0N hexane solution, 66 ml) was added dropwise to a solution of 4-ethoxycarbonyl-2-(trans-styryl)oxazole (8.57 g) in dichloromethane (80 ml) at −78° C. After 15 minutes, methanol (11 ml) was added dropwise, and the mixture was warmed to room temperature over 1 hour. The reaction mixture was filtered through Celite, and the resultant pasty substance was dissolved in ethyl acetate (200 ml) and a saturated aqueous solution (200 ml) of ammonium chloride was added, and an... As a reaction SMILES: [H-].C([Al+]CC(C)C)C(C)C.C([O:13][C:14]([C:16]1[N:17]=[C:18](/[CH:21]=[CH:22]/[C:23]2[CH:28]=[CH:27][CH:26]=[CH:25][CH:24]=2)[O:19][CH:20]=1)=O)C.CO>ClCCl>[CH:14]([C:16]1[N:17]=[C:18](/[CH:21]=[CH:22]/[C:23]2[CH:28]=[CH:27][CH:26]=[CH:25][CH:24]=2)[O:19][CH:20]=1)=[O:13] |f:0.1|. Yields the product C(=O)C=1N=C(OC1)\C=C\C1=CC=CC=C1 (4-Formyl-2-(trans-styryl)oxazole). Isolated yield 83.5%. The solvent is ClCCl (dichloromethane). The reactants are [AlH4-], CCOC(C)=O, [Li+], [Na+], C1CCOC1, [OH-], O, CCOC(=O)N1CCCC(Nc2nc3ccccc3[nH]2)CC1. Reaction SMILES: [AlH4-:2].[CH3:33][CH2:34][O:35][C:36](=[O:37])[CH3:38].[Li+:1].[Na+:31].[O:3]1[CH2:4][CH2:5][CH2:6][CH2:7]1.[OH-:30].[OH2:32].[nH:8]1[c:9]([NH:17][CH:18]2[CH2:19][CH2:20][N:21]([C:25]([O:26][CH2:27][CH3:28])=[O:29])[CH2:22][CH2:23][CH2:24]2)[n:10][c:11]2[c:12]1[cH:13][cH:14][cH:15][cH:16]2>>[nH:8]1[c:9]([NH:17][CH:18]2[CH2:19][CH2:20][N:21]([CH3:25])[CH2:22][CH2:23][CH2:24]2)[n:10][c:11]2[c:12]1[cH:13][cH:14][cH:15][cH:16]2. The product is CN1CCCC(Nc2nc3ccccc3[nH]2)CC1. Reactants: O=C1C2=C(OC3=NC=CC=C31)C=CC(=C2)C#N (5-oxo-5H-[1]benzopyrano[2,3-b]pyridine-7-carbonitrile), [Cl-].[NH4+] (ammonium chloride), [N-]=[N+]=[N-].[Na+] (sodium azide). Solvent: CN(C=O)C (dimethylformamide). Reaction conditions: time 20 hour. Yields the product N1N=NN=C1C=1C=CC2=C(C(C=3C(=NC=CC3)O2)=O)C1 (7-(5-1H-tetrazolyl)-5-oxo-5H-[1]benzopyrano[2,3-b]pyridine). The yield is 71.5%. As a reaction SMILES: [O:1]=[C:2]1[C:11]2[C:6](=[N:7][CH:8]=[CH:9][CH:10]=2)[O:5][C:4]2[CH:12]=[CH:13][C:14]([C:16]#[N:17])=[CH:15][C:3]1=2.[Cl-].[NH4+].[N-:20]=[N+:21]=[N-:22].[Na+]>CN(C)C=O>[NH:20]1[C:16]([C:14]2[CH:13]=[CH:12][C:4]3[O:5][C:6]4=[N:7][CH:8]=[CH:9][CH:10]=[C:11]4[C:2](=[O:1])[C:3]=3[CH:15]=2)=[N:17][N:22]=[N:21]1 |f:1.2,3.4|. Reported procedure: A mixture of 34 g of 5-oxo-5H-[1]benzopyrano[2,3-b]pyridine-7-carbonitrile, 460 ml of dimethylformamide, 10.5 g of ammonium chloride and 13.1 g of sodium azide is heated with stirring at 110° C to 120° C for 20 hours. After cooling, crystals are filtered off and added to a dilute hydrochloric acid, and the mixture is stirred. The crystals are filtered off, washed with water and recrystallized from dimethylformamide to give 29 g of 7-(5-1H-tetrazolyl)-5-oxo-5H-[1]benzopyrano[2,3-b]pyridine meltin... The reactants are CC(C)(C)OC(=O)CBr, C=CCCC(=O)N1C(=O)OCC1Cc1ccccc1, C1CCOC1, C[Si](C)(C)[N-][Si](C)(C)C, [Na+]. The product is C=CCC(CC(=O)OC(C)(C)C)C(=O)N1C(=O)OCC1Cc1ccccc1. Reaction SMILES: [Br:30][CH2:31][C:32](=[O:33])[O:34][C:35]([CH3:36])([CH3:37])[CH3:38].[CH2:1]([c:2]1[cH:3][cH:4][cH:5][cH:6][cH:7]1)[CH:8]1[N:9]([C:14]([CH2:15][CH2:16][CH:17]=[CH2:18])=[O:19])[C:10](=[O:13])[O:11][CH2:12]1.[CH2:39]1[O:40][CH2:41][CH2:42][CH2:43]1.[CH3:21][Si:22]([N-:23][Si:24]([CH3:25])([CH3:26])[CH3:27])([CH3:28])[CH3:29].[Na+:20]>>[CH2:1]([c:2]1[cH:3][cH:4][cH:5][cH:6][cH:7]1)[CH:8]1[N:9]([C:14]([CH:15]([CH2:16][CH:17]=[CH2:18])[CH2:31][C:32](=[O:33])[O:34][C:35]([CH3:36])([CH3:37])[CH3:38])=[O:19])[C:10](=[O:13])[O:11][CH2:12]1. The reactants are CC1(OB(OC1(C)C)C=1C=NNC1)C (4-(4,4,5,5-tetramethyl-1,3,2-dioxaborolan-2-yl)-1H-pyrazole), [OH-].[K+] (KOH), BrCCOC (1-bromo-2-(methyloxy)ethane), BrCCOC (1-Bromo-2-(methyloxy)ethane). Solvent: C(C)O (ethanol). Conditions: temperature 50 celsius, time 16 hour. Product: COCCN1N=CC(=C1)B1OC(C(O1)(C)C)(C)C (1-[2-(methyloxy)ethyl]-4-(4,4,5,5-tetramethyl-1,3,2-dioxaborolan-2-yl)-1H-pyrazole). The yield is 19.9%. RXN SMILES: [CH3:1][C:2]1([CH3:14])[C:6]([CH3:8])([CH3:7])[O:5][B:4]([C:9]2[CH:10]=[N:11][NH:12][CH:13]=2)[O:3]1.[OH-].[K+].Br[CH2:18][CH2:19][O:20][CH3:21]>C(O)C>[CH3:21][O:20][CH2:19][CH2:18][N:12]1[CH:13]=[C:9]([B:4]2[O:5][C:6]([CH3:7])([CH3:8])[C:2]([CH3:14])([CH3:1])[O:3]2)[CH:10]=[N:11]1 |f:1.2|. Reported procedure: A solution of 4-(4,4,5,5-tetramethyl-1,3,2-dioxaborolan-2-yl)-1H-pyrazole (10 g, 51.5 mmol) in ethanol (50 mL) was treated with KOH (3.47 g, 61.8 mmol) and 1-bromo-2-(methyloxy)ethane (5.81 mL, 61.8 mmol) at room temperature and the resulting mixture was stirred at 50° C. under nitrogen for 16 h then cooled to room temperature. 1-Bromo-2-(methyloxy)ethane (2 mL, 21.3 mmol) was added and the resulting mixture was stirred at 50° C. for 60 h then cooled to room temperature. The mixture was filtered... Starting materials: CCOC(=O)CN1CCNCCN(CC(=O)OCC)CCN(CC(=O)OCC)CC1, CCCCCCCCN(CC1CO1)S(C)(=O)=O, CCO. The product is CCCCCCCCN(CC(O)CN1CCN(CC(=O)OCC)CCN(CC(=O)OCC)CCN(CC(=O)OCC)CC1)S(C)(=O)=O. RXN SMILES: [CH2:1]([CH3:2])[O:3][C:4](=[O:5])[CH2:6][N:7]1[CH2:8][CH2:9][N:10]([CH2:25][C:26](=[O:27])[O:28][CH2:29][CH3:30])[CH2:11][CH2:12][N:13]([CH2:19][C:20](=[O:21])[O:22][CH2:23][CH3:24])[CH2:14][CH2:15][NH:16][CH2:17][CH2:18]1.[CH2:31]([CH2:32][CH2:33][CH2:34][CH2:35][CH2:36][CH2:37][CH3:38])[N:39]([S:40](=[O:41])(=[O:42])[CH3:43])[CH2:44][CH:45]1[O:46][CH2:47]1.[CH3:48][CH2:49][OH:50]>>[CH2:1]([CH3:2])[O:3][C:4](=[O:5])[CH2:6][N:7]1[CH2:8][CH2:9][N:10]([CH2:25][C:26](=[O:27])[O:28][CH2:29][CH3:30])[CH2:11][CH2:12][N:13]([CH2:19][C:20](=[O:21])[O:22][CH2:23][CH3:24])[CH2:14][CH2:15][N:16]([CH2:47][CH:45]([CH2:44][N:39]([CH2:31][CH2:32][CH2:33][CH2:34][CH2:35][CH2:36][CH2:37][CH3:38])[S:40](=[O:41])(=[O:42])[CH3:43])[OH:46])[CH2:17][CH2:18]1. Reactants: [H-].[Al+3].[Li+].[H-].[H-].[H-] (Lithium aluminium hydride), C(C)OC(=O)C1(CC1)S(=O)(=O)C (1-Methanesulfonyl-cyclopropanecarboxylic acid ethyl ester), S(=O)(=O)([O-])[O-].[Na+].[Na+] (sodium sulfate). The solvent is O1CCCC1 (tetrahydrofuran). Run at temperature 0 celsius, time 8 hour. The product is CS(=O)(=O)C1(CC1)CO ((1-Methanesulfonyl-cyclopropyl)-methanol). The yield is 40.6%. Reaction SMILES: C([O:3][C:4]([C:6]1([S:9]([CH3:12])(=[O:11])=[O:10])[CH2:8][CH2:7]1)=O)C.[H-].[Al+3].[Li+].[H-].[H-].[H-].S([O-])([O-])(=O)=O.[Na+].[Na+]>O1CCCC1>[CH3:12][S:9]([C:6]1([CH2:4][OH:3])[CH2:8][CH2:7]1)(=[O:11])=[O:10] |f:1.2.3.4.5.6,7.8.9|. Procedure details: 1-Methanesulfonyl-cyclopropanecarboxylic acid ethyl ester (1 g, 5.2 mmol) is dissolved in dry tetrahydrofuran (20 mL) and cooled to 0° C. Lithium aluminium hydride (237 mg, 6.24 mmol) is added, the mixture allowed to warm to room temperature and stirred overnight. The mixture is cooled to 0° C. and saturated aqueous sodium sulfate solution is added with stirring. The precipitated solids are removed by filtration and the filtrate is partitioned between ethyl acetate and water. The organic phase i... Starting materials: O=S(=O)(OCCOC(F)(F)F)C(F)(F)F, [H-], [Na+], CN(C)C=O, COC(=O)c1ccc(O)c(OC)c1. Product: COC(=O)c1ccc(OCCOC(F)(F)F)c(OC)c1. As a reaction SMILES: [F:16][C:17]([F:18])([F:19])[S:20]([O:21][CH2:22][CH2:23][O:24][C:25]([F:26])([F:27])[F:28])(=[O:29])=[O:30].[H-:1].[Na+:2].[O:31]=[CH:32][N:33]([CH3:34])[CH3:35].[OH:3][c:4]1[c:5]([O:14][CH3:15])[cH:6][c:7]([C:8](=[O:9])[O:10][CH3:11])[cH:12][cH:13]1>>[O:3]([c:4]1[c:5]([O:14][CH3:15])[cH:6][c:7]([C:8](=[O:9])[O:10][CH3:11])[cH:12][cH:13]1)[CH2:22][CH2:23][O:24][C:25]([F:26])([F:27])[F:28]. Starting materials: CC(N)=S, Cl, CC(C)n1nc(-c2nc(C#N)c(N)nc2-c2ccccc2)ccc1=O, C1COCCO1, CN(C)C=O, O. Yields the product CC(C)n1nc(-c2nc(C(N)=S)c(N)nc2-c2ccccc2)ccc1=O. As a reaction SMILES: [CH3:26][C:27]([NH2:28])=[S:29].[ClH:30].[NH2:1][c:2]1[c:3]([C:24]#[N:25])[n:4][c:5](-[c:14]2[n:15][n:16]([CH:21]([CH3:22])[CH3:23])[c:17](=[O:20])[cH:18][cH:19]2)[c:6](-[c:8]2[cH:9][cH:10][cH:11][cH:12][cH:13]2)[n:7]1.[O:31]1[CH2:32][CH2:33][O:34][CH2:35][CH2:36]1.[O:37]=[CH:38][N:39]([CH3:40])[CH3:41].[OH2:42]>>[NH2:1][c:2]1[c:3]([C:24]([NH2:25])=[S:29])[n:4][c:5](-[c:14]2[n:15][n:16]([CH:21]([CH3:22])[CH3:23])[c:17](=[O:20])[cH:18][cH:19]2)[c:6](-[c:8]2[cH:9][cH:10][cH:11][cH:12][cH:13]2)[n:7]1. Starting materials: BrCCOc1cccc(-c2noc3ccsc23)c1, O=C([O-])[O-], CC#N, [K+], [K+], NC1CCc2ccccc21. As a reaction SMILES: [Br:1][CH2:2][CH2:3][O:4][c:5]1[cH:6][c:7](-[c:11]2[n:12][o:13][c:14]3[c:15]2[s:16][cH:17][cH:18]3)[cH:8][cH:9][cH:10]1.[C:19](=[O:20])([O-:21])[O-:22].[CH3:35][C:36]#[N:37].[K+:23].[K+:24].[NH2:25][CH:26]1[CH2:27][CH2:28][c:29]2[cH:30][cH:31][cH:32][cH:33][c:34]21>>[CH2:2]([CH2:3][O:4][c:5]1[cH:6][c:7](-[c:11]2[n:12][o:13][c:14]3[c:15]2[s:16][cH:17][cH:18]3)[cH:8][cH:9][cH:10]1)[NH:25][CH:26]1[CH2:27][CH2:28][c:29]2[cH:30][cH:31][cH:32][cH:33][c:34]21. The product is c1cc(OCCNC2CCc3ccccc32)cc(-c2noc3ccsc23)c1.